This data is from the Open Reaction Database (ORD), a public repository of structured organic reaction records. The task is: describe an organic reaction: reactants, conditions, products, and yield The reactants are C(C1=CC=CC=C1)OC(=O)N[C@@H](C(C)C)C(=O)O[C@H](C(=O)OCCl)C(C)C (Chloromethyl 2-(N-benzyloxycarbonyl-L-valyloxy)-3-methyl-(S)-(+)-butyrate), [I-] (iodide). Yields the product C(C1=CC=CC=C1)OC(=O)N[C@@H](C(C)C)C(=O)O[C@H](C(=O)OCI)C(C)C (Iodomethyl 2-(N-benzyloxycarbonyl-L-valyloxy)-3-methyl-(S)-(+)-butyrate). RXN SMILES: [CH2:1]([O:8][C:9]([NH:11][C@H:12]([C:16]([O:18][C@@H:19]([CH:25]([CH3:27])[CH3:26])[C:20]([O:22][CH2:23]Cl)=[O:21])=[O:17])[CH:13]([CH3:15])[CH3:14])=[O:10])[C:2]1[CH:7]=[CH:6][CH:5]=[CH:4][CH:3]=1.[I-:28]>>[CH2:1]([O:8][C:9]([NH:11][C@H:12]([C:16]([O:18][C@@H:19]([CH:25]([CH3:27])[CH3:26])[C:20]([O:22][CH2:23][I:28])=[O:21])=[O:17])[CH:13]([CH3:15])[CH3:14])=[O:10])[C:2]1[CH:7]=[CH:6][CH:5]=[CH:4][CH:3]=1. Reported procedure: Chloromethyl 2-(N-benzyloxycarbonyl-L-valyloxy)-3-methyl-(S)-(+)-butyrate was converted to iodide by the method described in Example A-I-1, step e to give the title compound (3.64 g) practically pure. Rf (2% MeOH/CHCl3) 0.85.